The task is: describe an organic reaction: reactants, conditions, products, and yield. This data is from the Open Reaction Database (ORD), a public repository of structured organic reaction records. Reactants: CN1CCCC1=O, O=[N+]([O-])c1cccc(CBr)c1, [Na+], [OH-], c1c[nH]cn1. Yields the product O=[N+]([O-])c1cccc(Cn2ccnc2)c1. RXN SMILES: [CH3:19][N:20]1[CH2:21][CH2:22][CH2:23][C:24]1=[O:25].[N+:1](=[O:2])([O-:3])[c:4]1[cH:5][c:6]([CH2:7][Br:8])[cH:9][cH:10][cH:11]1.[Na+:18].[OH-:17].[nH:12]1[cH:13][n:14][cH:15][cH:16]1>>[N+:1](=[O:2])([O-:3])[c:4]1[cH:5][c:6]([CH2:7][n:12]2[cH:13][n:14][cH:15][cH:16]2)[cH:9][cH:10][cH:11]1. Reactants: O (water), C(C)(C)[N-]C(C)C.[Li+] (lithium diisopropyl amide), FC1=NC=CC=C1 (2-fluoropyridine), ClC(=O)OC (methyl chloroformate). Run in O1CCCC1 (tetrahydrofuran). Conditions: temperature -78 celsius, time 8 hour. The product is FC1=NC=CC=C1C(=O)OC (Methyl 2-fluoropyridine-3-carboxylate). The yield is 15.6%. RXN SMILES: C([N-]C(C)C)(C)C.[Li+].[F:9][C:10]1[CH:15]=[CH:14][CH:13]=[CH:12][N:11]=1.Cl[C:17]([O:19][CH3:20])=[O:18].O>O1CCCC1>[F:9][C:10]1[C:15]([C:17]([O:19][CH3:20])=[O:18])=[CH:14][CH:13]=[CH:12][N:11]=1 |f:0.1|. Procedure details: 2 M lithium diisopropyl amide (11.3 mL, 22.5 mmol) is slowly added over a solution of 2-fluoropyridine (2 g, 20.5 mmol) in tetrahydrofuran (90 mL) under nitrogen atmosphere at −78° C. After 4 h at that temperature methyl chloroformate (1.9 mL, 24.6 mmol) is added and the mixture is stirred for an additional hour at −78° C. and allowed to reach room temperature overnight. Reaction mixture is slowly poured over water and extracted in diethyl ether. Organic layer is washed with brine, dried over so... The reactants are COC=1C=C(C(=O)N(C2=C(C=C(C=C2)C)OCC2=CC=CC=C2)C)C=CC1NC(=O)C1=CC=CC=2NC(=NC21)CNC(=O)OC(C)(C)C (3-methoxy-N-methyl-N-(4-methyl-2-benzyloxyphenyl)-4-[2-(tert-butoxycarbonyl)aminomethyl-1H-benzimidazol-4-yl]carbonylaminobenzamide). Run in FC(C(=O)O)(F)F (trifluoroacetic acid). Product: NCC1=NC2=C(N1)C=CC=C2C(=O)NC2=C(C=C(C(=O)N(C1=C(C=C(C=C1)C)OCC1=CC=CC=C1)C)C=C2)OC (4-(2-aminomethyl-1H-benzimidazol-4-yl)carbonylamino-3-methoxy-N-methyl-N-(4-methyl-2-benzyloxyphenyl)benzamide). Isolated yield 59.1%. RXN SMILES: [CH3:1][O:2][C:3]1[CH:4]=[C:5]([CH:25]=[CH:26][C:27]=1[NH:28][C:29]([C:31]1[C:39]2[N:38]=[C:37]([CH2:40][NH:41]C(OC(C)(C)C)=O)[NH:36][C:35]=2[CH:34]=[CH:33][CH:32]=1)=[O:30])[C:6]([N:8]([CH3:24])[C:9]1[CH:14]=[CH:13][C:12]([CH3:15])=[CH:11][C:10]=1[O:16][CH2:17][C:18]1[CH:23]=[CH:22][CH:21]=[CH:20][CH:19]=1)=[O:7]>FC(F)(F)C(O)=O>[NH2:41][CH2:40][C:37]1[NH:36][C:35]2[CH:34]=[CH:33][CH:32]=[C:31]([C:29]([NH:28][C:27]3[CH:26]=[CH:25][C:5]([C:6]([N:8]([CH3:24])[C:9]4[CH:14]=[CH:13][C:12]([CH3:15])=[CH:11][C:10]=4[O:16][CH2:17][C:18]4[CH:19]=[CH:20][CH:21]=[CH:22][CH:23]=4)=[O:7])=[CH:4][C:3]=3[O:2][CH3:1])=[O:30])[C:39]=2[N:38]=1. Procedure: A solution of 3-methoxy-N-methyl-N-(4-methyl-2-benzyloxyphenyl)-4-[2-(tert-butoxycarbonyl)aminomethyl-1H-benzimidazol-4-yl]carbonylaminobenzamide (260 mg) in 90% trifluoroacetic acid (2 ml) was stirred at ambient temperature for 2 hours and the solvent was evaporated in vacuo. The residue was stirred with chloroform (10 ml) and saturated aqueous sodium hydrogencarbonate (10 ml) and the organic phase was separated. The solution was washed with brine and dried over magnesium sulfate. The solvent w...